From a dataset of the Open Reaction Database (ORD), a public repository of structured organic reaction records. describe an organic reaction: reactants, conditions, products, and yield The reactants are BrCBr, C[Si](C)(C)Br, CC(=O)OCC1OC(n2cnc3c(N)ncnc32)C2OC(C)(C)OC12, ClCCl, CC(C)(C)ON=O, [Na+], O=C([O-])O. Product: CC(=O)OCC1OC(n2cnc3c(Br)ncnc32)C2OC(C)(C)OC12. RXN SMILES: [Br:26][CH2:27][Br:28].[Br:36][Si:37]([CH3:38])([CH3:39])[CH3:40].[C:1]([CH3:2])(=[O:3])[O:4][CH2:5][CH:6]1[O:7][CH:8]([n:16]2[c:17]3[n:18][cH:19][n:20][c:21]([NH2:25])[c:22]3[n:23][cH:24]2)[CH:9]2[O:10][C:11]([CH3:14])([CH3:15])[O:12][CH:13]12.[Cl:46][CH2:47][Cl:48].[N:29]([O:30][C:31]([CH3:32])([CH3:33])[CH3:34])=[O:35].[Na+:45].[O-:41][C:42]([OH:43])=[O:44]>>[C:1]([CH3:2])(=[O:3])[O:4][CH2:5][CH:6]1[O:7][CH:8]([n:16]2[c:17]3[n:18][cH:19][n:20][c:21]([Br:26])[c:22]3[n:23][cH:24]2)[CH:9]2[O:10][C:11]([CH3:14])([CH3:15])[O:12][CH:13]12. The reactants are CCCCBr, CCOC(=O)N1CCC(c2c[nH]c3ncccc23)CC1, [H-], [Na+], CN(C)C=O. Product: CCCCn1cc(C2CCN(C(=O)OCC)CC2)c2cccnc21. RXN SMILES: [Br:23][CH2:24][CH2:25][CH2:26][CH3:27].[CH2:3]([CH3:4])[O:5][C:6](=[O:7])[N:8]1[CH2:9][CH2:10][CH:11]([c:14]2[cH:15][nH:16][c:17]3[n:18][cH:19][cH:20][cH:21][c:22]23)[CH2:12][CH2:13]1.[H-:1].[Na+:2].[O:28]=[CH:29][N:30]([CH3:31])[CH3:32]>>[CH2:3]([CH3:4])[O:5][C:6](=[O:7])[N:8]1[CH2:9][CH2:10][CH:11]([c:14]2[cH:15][n:16]([CH2:24][CH2:25][CH2:26][CH3:27])[c:17]3[n:18][cH:19][cH:20][cH:21][c:22]23)[CH2:12][CH2:13]1. The reactants are C(=O)(O)CCC=1C(=C(NC1)C=O)C (4-(2-Carboxyethyl)-2-formyl-3-methylpyrrole), ClC=1C=C2CC(NC2=CC1)=O (5-chloro-2-oxindole), N1CCCCC1 (piperidine). Solvent: C(C)O (ethanol). Yields the product ClC=1C=C2C(C(NC2=CC1)=O)=CC1=C(C(=CN1)CCC(=O)O)C (3-[5-(5-Chloro-2-oxo-1,2-dihydroindol-3-ylidenemethyl)-4-methyl-1H-pyrrol-3-yl]-propionic acid). Yield: 87.6%. Reaction SMILES: [C:1]([CH2:4][CH2:5][C:6]1[C:7]([CH3:13])=[C:8]([CH:11]=O)[NH:9][CH:10]=1)([OH:3])=[O:2].[Cl:14][C:15]1[CH:16]=[C:17]2[C:21](=[CH:22][CH:23]=1)[NH:20][C:19](=[O:24])[CH2:18]2.N1CCCCC1>C(O)C>[Cl:14][C:15]1[CH:16]=[C:17]2[C:21](=[CH:22][CH:23]=1)[NH:20][C:19](=[O:24])[C:18]2=[CH:11][C:8]1[NH:9][CH:10]=[C:6]([CH2:5][CH2:4][C:1]([OH:3])=[O:2])[C:7]=1[CH3:13]. Reported procedure: 4-(2-Carboxyethyl)-2-formyl-3-methylpyrrole (4.5 g), 4.2 g of 5-chloro-2-oxindole, and 2.9 mL of piperidine in 50 mL of ethanol were heated to 95° C. for 5 hours. The reaction mixture was cooled and concentrated. The residue was suspended in acetone and the yellow precipitate was filtered, washed with cold ethanol, 2 N aqueous hydrochloric acid and water to pH 6 then dried in a vacuum oven overnight to give 7.2 g of the title compound (88%) as a yellow solid. The reactants are CN(C1=CC(C2=CC=CC=C2C1=O)=NS(=O)(=O)C=1SC=CC1)C (N-(3-(dimethylamino)-4-oxonaphthalen-1(4H)-ylidene)thiophene-2-sulfonamide), N1CCOCC1 (morpholine). Product: O1CCN(CC1)C1=CC(C2=CC=CC=C2C1=O)=NS(=O)(=O)C=1SC=CC1 (N-(3-morpholino-4-oxonaphthalen-1(4H)-ylidene)thiophene-2-sulfonamide), CN(C1=CC(C2=CC=CC=C2C1=O)=NS(=O)(=O)C=1SC=CC1)C (N-(3-(dimethylamino)-4-oxonaphthalen-1(4H)-ylidene)thiophene-2-sulfonamide). The yield is 93.6%. RXN SMILES: [CH3:1][N:2]([CH3:23])[C:3]1[C:12](=[O:13])[C:11]2[C:6](=[CH:7][CH:8]=[CH:9][CH:10]=2)[C:5](=[N:14][S:15]([C:18]2[S:19][CH:20]=[CH:21][CH:22]=2)(=[O:17])=[O:16])[CH:4]=1.N1C[CH2:28][O:27][CH2:26]C1>>[O:27]1[CH2:28][CH2:23][N:2]([C:3]2[C:12](=[O:13])[C:11]3[C:6](=[CH:7][CH:8]=[CH:9][CH:10]=3)[C:5](=[N:14][S:15]([C:18]3[S:19][CH:20]=[CH:21][CH:22]=3)(=[O:16])=[O:17])[CH:4]=2)[CH2:1][CH2:26]1.[CH3:1][N:2]([CH3:23])[C:3]1[C:12](=[O:13])[C:11]2[C:6](=[CH:7][CH:8]=[CH:9][CH:10]=2)[C:5](=[N:14][S:15]([C:18]2[S:19][CH:20]=[CH:21][CH:22]=2)(=[O:16])=[O:17])[CH:4]=1. Procedure: N-(3-morpholino-4-oxonaphthalen-1(4H)-ylidene)thiophene-2-sulfonamide (13c) was prepared according to the procedure for 13b except using 0.2 eq. morpholine, which afforded the title compound 36.3 mg (93.6%) as a wine-red solid, m.p.: 195° C. (dec.). Starting materials: C(C1=CC=CC=C1)N1C(CC(C1C1=CC(=CC=C1)OC)CO)=O (1-benzyl-4-hydroxymethyl-5-(3methoxyphenyl)pyrrolidin-2-one), Cl (hydrochloric acid), [K] (potassium), C1(=CC=C(C=C1)S(=O)(=O)Cl)C (p-toluenesulfonyl chloride). Reaction conditions: time 3 hour. The product is C(C1=CC=CC=C1)N1C(CC(C1C1=CC(=CC=C1)OC)COS(=O)(=O)C1=CC=C(C=C1)C)=O (1-Benzyl-4-(p-toluenesulfonyloxymethyl)-5-(3-methoxyphenyl)pyrrolidin-2-one). As a reaction SMILES: [CH2:1]([N:8]1[CH:12]([C:13]2[CH:18]=[CH:17][CH:16]=[C:15]([O:19][CH3:20])[CH:14]=2)[CH:11]([CH2:21][OH:22])[CH2:10][C:9]1=[O:23])[C:2]1[CH:7]=[CH:6][CH:5]=[CH:4][CH:3]=1.[K].[C:25]1([CH3:35])[CH:30]=[CH:29][C:28]([S:31](Cl)(=[O:33])=[O:32])=[CH:27][CH:26]=1.Cl>>[CH2:1]([N:8]1[CH:12]([C:13]2[CH:18]=[CH:17][CH:16]=[C:15]([O:19][CH3:20])[CH:14]=2)[CH:11]([CH2:21][O:22][S:31]([C:28]2[CH:29]=[CH:30][C:25]([CH3:35])=[CH:26][CH:27]=2)(=[O:33])=[O:32])[CH2:10][C:9]1=[O:23])[C:2]1[CH:7]=[CH:6][CH:5]=[CH:4][CH:3]=1 |^1:23|. Procedure: To 21.4 gm. of 1-benzyl-4-hydroxymethyl-5-(3methoxyphenyl)pyrrolidin-2-one in 40 ml. of potassium dried pyridine was slowly added at -4° to -7°, 14.4 gm of p-toluenesulfonyl chloride. The reaction mixture was stirred for 3 hours at 15° and then diluted with 180 ml. of 10% hydrochloric acid. The gum was extracted with chloroform, dried (Na2SO4), filtered and concentrated in vacuo to provide 24.6 gm. of the desired product as an oil. ir (CHCl3): 1165-1195 cm-1 ; 1335-1375 cm-1 The reactants are ClC=1C(=[N+](C=CC1)[O-])C (3-Chloro-2-methylpyridine N-oxide), [N+](=O)(O)[O-] (nitric acid), sulphuric acids. RXN SMILES: Cl[C:2]1[C:3](C)=[N+:4]([O-])[CH:5]=[CH:6][CH:7]=1.[N+:10]([O-])([OH:12])=[O:11]>>[N+:10]([C:7]1[CH:6]=[CH:5][N:4]=[CH:3][CH:2]=1)([O-:12])=[O:11]. The product is [N+](=O)([O-])C1=CC=NC=C1 (4-nitropyridine). Procedure details: 3-Chloro-2-methylpyridine N-oxide may be nitrated with a mixture of nitric acid and sulphuric acids, and the 4-nitropyridine produced successively treated with sodium methoxide, heated in acetic anhydride, purified and deacetylated to give 2-hydroxymethyl-3-chloro-4-methoxypyridine, which may be substituted for 2-hydroxy-3-methoxypyridine in the procedure of Example 1(ii)-(v) to prepare N-cyano-N'-methyl-N"-[2-((3-chloro-4-methoxy-2-pyridyl)methylthio)ethyl]guanidine. Reactants: O=c1[nH]c2cc(C(F)(F)F)c(Br)cc2n2ccnc12, CN(C)c1ccccc1, [Na+], [OH-], O, O=P(Cl)(Cl)Cl. Product: FC(F)(F)c1cc2nc(Cl)c3nccn3c2cc1Br. RXN SMILES: [Br:1][c:2]1[c:3]([C:16]([F:17])([F:18])[F:19])[cH:4][c:5]2[nH:6][c:7](=[O:15])[c:8]3[n:9]([c:10]2[cH:11]1)[cH:12][cH:13][n:14]3.[CH3:20][N:21]([c:22]1[cH:23][cH:24][cH:25][cH:26][cH:27]1)[CH3:28].[Na+:36].[OH-:35].[OH2:34].[P:29]([Cl:30])([Cl:31])([Cl:32])=[O:33]>>[Br:1][c:2]1[c:3]([C:16]([F:17])([F:18])[F:19])[cH:4][c:5]2[n:6][c:7]([Cl:31])[c:8]3[n:9]([c:10]2[cH:11]1)[cH:12][cH:13][n:14]3. The reactants are CCCCN, CC(C)Sc1nnnn1-c1ccc(OCCCOc2c(Cl)cc(OC(=O)c3ccccc3)cc2Cl)cc1. As a reaction SMILES: [CH2:1]([NH2:2])[CH2:3][CH2:4][CH3:5].[Cl:6][c:7]1[cH:8][c:9]([O:34][C:35](=[O:36])[c:37]2[cH:38][cH:39][cH:40][cH:41][cH:42]2)[cH:10][c:11]([Cl:33])[c:12]1[O:13][CH2:14][CH2:15][CH2:16][O:17][c:18]1[cH:19][cH:20][c:21](-[n:24]2[n:25][n:26][n:27][c:28]2[S:29][CH:30]([CH3:31])[CH3:32])[cH:22][cH:23]1>>[Cl:6][c:7]1[cH:8][c:9]([OH:34])[cH:10][c:11]([Cl:33])[c:12]1[O:13][CH2:14][CH2:15][CH2:16][O:17][c:18]1[cH:19][cH:20][c:21](-[n:24]2[n:25][n:26][n:27][c:28]2[S:29][CH:30]([CH3:31])[CH3:32])[cH:22][cH:23]1. Yields the product CC(C)Sc1nnnn1-c1ccc(OCCCOc2c(Cl)cc(O)cc2Cl)cc1.